From a dataset of the Open Reaction Database (ORD), a public repository of structured organic reaction records. describe an organic reaction: reactants, conditions, products, and yield Reactants: C(C)OC(=O)C1(CC=CC=C1)C1=CC=C(C=C1)O (4′-hydroxybiphenyl-1-carboxylic acid ethyl ester), C([O-])([O-])=O.[K+].[K+] (potassium carbonate), BrC(CCCl)O (1-bromo-3-chloropropanol). Run in CN(C=O)C (N,N-dimethylformamide). The product is C(C)OC(=O)C1(CC=CC=C1)C1=CC=C(C=C1)OCCCCl (4′-(3-chloropropoxy)biphenyl-1-carboxylic acid ethyl ester). As a reaction SMILES: [CH2:1]([O:3][C:4]([C:6]1([C:12]2[CH:17]=[CH:16][C:15]([OH:18])=[CH:14][CH:13]=2)[CH:11]=[CH:10][CH:9]=[CH:8][CH2:7]1)=[O:5])[CH3:2].C(=O)([O-])[O-].[K+].[K+].Br[CH:26](O)[CH2:27][CH2:28][Cl:29]>CN(C)C=O>[CH2:1]([O:3][C:4]([C:6]1([C:12]2[CH:13]=[CH:14][C:15]([O:18][CH2:26][CH2:27][CH2:28][Cl:29])=[CH:16][CH:17]=2)[CH:7]=[CH:8][CH:9]=[CH:10][CH2:11]1)=[O:5])[CH3:2] |f:1.2.3|. Procedure details: Following the procedure described in example 47§D, but starting from 4′-hydroxybiphenyl-1-carboxylic acid ethyl ester (3 g), potassium carbonate (8.55 g) and 1-bromo-3-chloropropanol (6 mL) in N,N-dimethylformamide (30 mL) affords 4′-(3-chloropropoxy)biphenyl-1-carboxylic acid ethyl ester in quantitative yield used without further purification. The reactants are BrCCCCBr, CCOC(=O)Cc1ccc(CC(C)C)cc1, CC(C)[N-]C(C)C, [Li+], C1CCOC1. The product is CCOC(=O)C(C)(CCCCBr)c1ccc(CC(C)C)cc1. Reaction SMILES: [Br:25][CH2:26][CH2:27][CH2:28][CH2:29][Br:30].[CH2:1]([CH:2]([CH3:3])[CH3:4])[c:5]1[cH:6][cH:7][c:8]([CH2:11][C:12](=[O:13])[O:14][CH2:15][CH3:16])[cH:9][cH:10]1.[CH:17]([N-:18][CH:19]([CH3:20])[CH3:21])([CH3:22])[CH3:23].[Li+:24].[O:31]1[CH2:32][CH2:33][CH2:34][CH2:35]1>>[CH2:1]([CH:2]([CH3:3])[CH3:4])[c:5]1[cH:6][cH:7][c:8]([C:11]([C:12](=[O:13])[O:14][CH2:15][CH3:16])([CH3:17])[CH2:29][CH2:28][CH2:27][CH2:26][Br:25])[cH:9][cH:10]1.